describe an organic reaction: reactants, conditions, products, and yield From a dataset of the Open Reaction Database (ORD), a public repository of structured organic reaction records. The product is C(C)(=O)NC(NC1=C(C=C(C=C1)S(=O)(=O)OC1=CC=CC=C1)NC(=S)NC(=O)OC)=O (1-[2-(3-acetylureido)-5-phenoxysulfonylphenyl]-3-methoxycarbonylthiourea). Reaction SMILES: [C:1]([NH:4][C:5](=[O:24])[NH:6][C:7]1[CH:13]=[CH:12][C:11]([S:14]([O:17][C:18]2[CH:23]=[CH:22][CH:21]=[CH:20][CH:19]=2)(=[O:16])=[O:15])=[CH:10][C:8]=1[NH2:9])(=[O:3])[CH3:2].[CH3:25][O:26][C:27]([N:29]=[C:30]=[S:31])=[O:28]>O1CCOCC1>[C:1]([NH:4][C:5](=[O:24])[NH:6][C:7]1[CH:13]=[CH:12][C:11]([S:14]([O:17][C:18]2[CH:23]=[CH:22][CH:21]=[CH:20][CH:19]=2)(=[O:16])=[O:15])=[CH:10][C:8]=1[NH:9][C:30]([NH:29][C:27]([O:26][CH3:25])=[O:28])=[S:31])(=[O:3])[CH3:2]. Procedure: 17.5 g of 2-(3-acetylureido)-5-phenoxysulfonylaniline and 15 ml of methoxycarbonyl isothiocyanate in 150 ml of dioxane are heated at 80° C. for 5 minutes, and then stirring is continued without heating. After slowly cooling down to room temperature, the dioxane is distilled out under reduced pressure. The residue is dissolved in dimethylformamide, the solution is treated with active charcoal and evaporated and then methanol is added. After cooling down, the precipitate is filtered off with sucti... The reactants are C(C)(=O)NC(NC1=C(N)C=C(C=C1)S(=O)(=O)OC1=CC=CC=C1)=O (2-(3-acetylureido)-5-phenoxysulfonylaniline), COC(=O)N=C=S (methoxycarbonyl isothiocyanate). Solvent: O1CCOCC1 (dioxane). Reactants: BrC1=CC2=C(OCC[C@H]3S(C4(C(=N[C@@]32C)NC(OC(C)(C)C)=O)CCC4)(=O)=O)N=C1 (tert-butyl ((4a′R,11b′R)-10′-bromo-11b′-methyl-4′,4′-dioxido-4a′,5′,6′,11b′-tetrahydrospiro[cyclobutane-1,3′-pyrido[3′,2′: 6,7]oxepino[4,5-b][1,4]thiazin]-2′-yl)carbamate), C(=O)(C(F)(F)F)O (TFA). Run at time 15 minute. Yields the product NC1=N[C@]2([C@H](S(C13CCC3)(=O)=O)CCOC3=C2C=C(C=N3)Br)C ((4a′R,11b′R)-2′-amino-10′-bromo-11b′-methyl-4a′,5′,6′,11b′-tetrahydrospiro[cyclobutane-1,3′-pyrido[3′,2′: 6,7]oxepino[4,5-b][1,4]thiazine]-4′,4′-dioxide). The yield is 78.7%. Reaction SMILES: [Br:1][C:2]1[CH:30]=[N:29][C:5]2[O:6][CH2:7][CH2:8][C@@H:9]3[C@@:14]([CH3:15])([C:4]=2[CH:3]=1)[N:13]=[C:12]([NH:16]C(=O)OC(C)(C)C)[C:11]1([CH2:26][CH2:25][CH2:24]1)[S:10]3(=[O:28])=[O:27].C(O)(C(F)(F)F)=O>>[NH2:16][C:12]1[C:11]2([CH2:26][CH2:25][CH2:24]2)[S:10](=[O:27])(=[O:28])[C@@H:9]2[CH2:8][CH2:7][O:6][C:5]3[N:29]=[CH:30][C:2]([Br:1])=[CH:3][C:4]=3[C@@:14]2([CH3:15])[N:13]=1. Procedure: A flask was charged with tert-butyl ((4a′R,11b′R)-10′-bromo-11b′-methyl-4′,4′-dioxido-4a′,5′,6′,11b′-tetrahydrospiro[cyclobutane-1,3′-pyrido[3′,2′: 6,7]oxepino[4,5-b][1,4]thiazin]-2′-yl)carbamate (0.0306 g, 0.061 mmol) followed by the addition of TFA (1.0 ml, 13.46 mmol). The resulting mixture was stirred at rt for 15 min, quenched with water and the pH was brought to >10 using saturated NaHCO3 and 1 N NaOH, and extracted with DCM. The combined organics were dried over Na2SO4, filtered and conce... Reactants: O (water), C1(=CC=C(C=C1)B(O)O)C (4-tolyl-boronic acid), C([O-])([O-])=O.[Na+].[Na+] (sodium carbonate), NC1=NC=C(C=C1[N+](=O)[O-])Br (2-amino-5-bromo-3-nitropyridine). The reagents and catalysts are C1CCC(CC1)P(C2CCCCC2)C3CCCCC3.C1CCC(CC1)P(C2CCCCC2)C3CCCCC3.Cl[Pd]Cl (dichlorobis(tricyclohexylphosphine)palladium). Solvent: O1CCOCC1 (dioxane). Product: NC1=NC=C(C=C1[N+](=O)[O-])C1=CC=C(C=C1)C (2-Amino-3-nitro-5-p-tolylpyridine). Reaction SMILES: [C:1]1([CH3:10])[CH:6]=[CH:5][C:4](B(O)O)=[CH:3][CH:2]=1.C(=O)([O-])[O-].[Na+].[Na+].[NH2:17][C:18]1[C:23]([N+:24]([O-:26])=[O:25])=[CH:22][C:21](Br)=[CH:20][N:19]=1.O>O1CCOCC1.C1CCC(P(C2CCCCC2)C2CCCCC2)CC1.C1CCC(P(C2CCCCC2)C2CCCCC2)CC1.Cl[Pd]Cl>[NH2:17][C:18]1[C:23]([N+:24]([O-:26])=[O:25])=[CH:22][C:21]([C:4]2[CH:5]=[CH:6][C:1]([CH3:10])=[CH:2][CH:3]=2)=[CH:20][N:19]=1 |f:1.2.3,7.8.9|. Procedure: 0.19 g of dichlorobis(tricyclohexylphosphine)palladium, 0.754 g of 4-tolyl-boronic acid and 12.5 ml of a 2N sodium carbonate solution are added to a solution of 0.93 g of 2-amino-5-bromo-3-nitropyridine in 20 ml of degassed dioxane. The mixture is heated to reflux under N2 for 2.5 hours and, after cooling and addition of water, extracted three times with dichloromethane. The combined organic phases are dried over sodium sulfate and concentrated until a solid begins to precipitate. After addition... As a reaction SMILES: [CH3:1][C:2]1[CH:7]=[CH:6][C:5]([S:8]([OH:11])(=[O:10])=[O:9])=[CH:4][CH:3]=1.[Cl:12][C:13]1[C:14]([O:29][C:30]2[CH:35]=[C:34]([C:36]([F:39])([F:38])[F:37])[C:33]([F:40])=[CH:32][C:31]=2[C:41]2[CH:46]=[CH:45][N:44]=[N:43][CH:42]=2)=[CH:15][C:16]([F:28])=[C:17]([S:19]([NH:22][C:23]2[N:24]=[CH:25][S:26][CH:27]=2)(=[O:21])=[O:20])[CH:18]=1>CC(C)=O>[CH3:1][C:2]1[CH:3]=[CH:4][C:5]([S:8]([OH:11])(=[O:10])=[O:9])=[CH:6][CH:7]=1.[Cl:12][C:13]1[C:14]([O:29][C:30]2[CH:35]=[C:34]([C:36]([F:37])([F:39])[F:38])[C:33]([F:40])=[CH:32][C:31]=2[C:41]2[CH:46]=[CH:45][N:44]=[N:43][CH:42]=2)=[CH:15][C:16]([F:28])=[C:17]([S:19]([NH:22][C:23]2[N:24]=[CH:25][S:26][CH:27]=2)(=[O:21])=[O:20])[CH:18]=1 |f:3.4|. Run in CC(=O)C (acetone), CC(=O)C (acetone). Procedure details: A solution of 4-methylbenzenesulfonic acid (0.489 g, 2.84 mmol) in acetone (6 mL) was added to a solution of 5-chloro-2-fluoro-4-[4-fluoro-2-pyridazin-4-yl-5-(trifluoromethyl)phenoxy]-N-1,3-thiazol-4-ylbenzenesulfonamide (1.56 g, 2.84 mmol) in acetone. The solution was stirred for 15 min, filtered, and concentrated in vacuo to give title compound as a tan foam which was used without further purification. Conditions: time 15 minute. The reactants are CC1=CC=C(C=C1)S(=O)(=O)O (4-methylbenzenesulfonic acid), ClC=1C(=CC(=C(C1)S(=O)(=O)NC=1N=CSC1)F)OC1=C(C=C(C(=C1)C(F)(F)F)F)C1=CN=NC=C1 (5-chloro-2-fluoro-4-[4-fluoro-2-pyridazin-4-yl-5-(trifluoromethyl)phenoxy]-N-1,3-thiazol-4-ylbenzenesulfonamide). Yields the product CC1=CC=C(C=C1)S(=O)(=O)O.ClC=1C(=CC(=C(C1)S(=O)(=O)NC=1N=CSC1)F)OC1=C(C=C(C(=C1)C(F)(F)F)F)C1=CN=NC=C1 (5-Chloro-2-fluoro-4-[4-fluoro-2-pyridazin-4-yl-5-(trifluoromethyl)phenoxy]-N-1,3-thiazol-4-ylbenzenesulfonamide 4-methylbenzenesulfonate). The reactants are ClC1=CC=C2C(=C1)NC(C21C(NC(CC1C1=CC(=CC=C1)Cl)=O)C(=CC)CC)=O (racemic (2′R,3R,4′S)-6-chloro-4′-(3-chlorophenyl)-2′-(1-ethyl-propenyl)spiro[3H-indole-3,3′-piperidine]-2,6′(1H)-dione). The reagents and catalysts are [Pt]=O (platinum oxide). Solvent: C(C)(=O)OCC (ethyl acetate). Conditions: time 6 hour. Yields the product ClC1=CC=C2C(=C1)NC(C21C(NC(CC1C1=CC(=CC=C1)Cl)=O)C(CC)CC)=O (racemic (2′R,3R,4′S)-6-chloro-4′-(3-chlorophenyl)-2′-(1-ethyl-propyl)spiro[3H-indole-3,3′-piperidine]-2,6′(1H)-dione). Yield: 36.4%. As a reaction SMILES: [Cl:1][C:2]1[CH:7]=[C:6]2[NH:8][C:9](=[O:29])[C:10]3([CH:15]([C:16]4[CH:21]=[CH:20][CH:19]=[C:18]([Cl:22])[CH:17]=4)[CH2:14][C:13](=[O:23])[NH:12][CH:11]3[C:24]([CH2:27][CH3:28])=[CH:25][CH3:26])[C:5]2=[CH:4][CH:3]=1>C(OCC)(=O)C.[Pt]=O>[Cl:1][C:2]1[CH:7]=[C:6]2[NH:8][C:9](=[O:29])[C:10]3([CH:15]([C:16]4[CH:21]=[CH:20][CH:19]=[C:18]([Cl:22])[CH:17]=4)[CH2:14][C:13](=[O:23])[NH:12][CH:11]3[CH:24]([CH2:27][CH3:28])[CH2:25][CH3:26])[C:5]2=[CH:4][CH:3]=1. Procedure details: To a solution of racemic (2′R,3R,4′S)-6-chloro-4′-(3-chlorophenyl)-2′-(1-ethyl-propenyl)spiro[3H-indole-3,3′-piperidine]-2,6′(1H)-dione (0.3 g, 0.70 mmol) prepared in example 66b in ethyl acetate (30 mL) was added platinum oxide (0.35 g, 1.54 mmol). The resulting suspension was vigorously shaken under hydrogen (50 psi) for 6 h. The mixture was filtered through a short pad of celite. The filtrate was concentrated. The residue was purified by chromatography (EtOAc:CH2Cl2=1:1) to give racemic (2′R,... The reactants are 1L, solution, N(=O)[O-].[Na+] (sodium nitrite), COC(C1=C(C=C(C=C1)N)OC)=O (4-Amino-2-methoxy benzoic acid methyl ester), diazonium. Run in S(O)(O)(=O)=O (sulphuric acid), S(O)(O)(=O)=O (sulfuric acid), solution. Yields the product COC(C1=C(C=C(C=C1)O)OC)=O (4-Hydroxy-2-methoxybenzoic Acid Methyl Ester). Yield: 64.4%. As a reaction SMILES: [CH3:1][O:2][C:3](=[O:13])[C:4]1[CH:9]=[CH:8][C:7](N)=[CH:6][C:5]=1[O:11][CH3:12].N([O-])=[O:15].[Na+]>S(=O)(=O)(O)O>[CH3:1][O:2][C:3](=[O:13])[C:4]1[CH:9]=[CH:8][C:7]([OH:15])=[CH:6][C:5]=1[O:11][CH3:12] |f:1.2|. Procedure: 4-Amino-2-methoxy benzoic acid methyl ester (15 g, 82.7 mmol) was dissolved in sulfuric acid (80 ml of a 25% solution). The solution was cooled in an ice bath and diazotized with saturated sodium nitrite solution (8.57 g, 124 mmol) maintaining the temperature below 5° C. The diazonium solution was poured slowly into boiling sulphuric acid (1L of a 3% solution) and the mixture was heated for an additional 5 mins. The mixture was then allowed to cool before being extracted with dichloromethane. Th... Reaction SMILES: [CH3:1][CH:2]([C:4]1C=CC=C(C(C)C)[C:5]=1[CH2:13][C:14]([C:16]1[C:17]([CH:30]([CH3:32])[CH3:31])=[C:18]([O:25][S:26](=[O:29])(=[O:28])[NH2:27])[C:19]([CH:22]([CH3:24])[CH3:23])=[CH:20][CH:21]=1)=[O:15])C.C(C1C=CC=C(C(C)C)C=1CC(O)=O)(C)C.[S:49]1C=CC=C1CC(O)=O>>[S:49]1[CH:1]=[CH:2][CH:4]=[C:5]1[CH2:13][C:14]([C:16]1[C:17]([CH:30]([CH3:32])[CH3:31])=[C:18]([O:25][S:26](=[O:29])(=[O:28])[NH2:27])[C:19]([CH:22]([CH3:24])[CH3:23])=[CH:20][CH:21]=1)=[O:15]. Reactants: CC(C)C1=C(C(=CC=C1)C(C)C)CC(=O)C=1C(=C(C(=CC1)C(C)C)OS(N)(=O)=O)C(C)C (Sulfamic acid[[2,6-bis(1-methylethyl)phenyl]-acetyl]-2,6-bis(1-methylethyl)phenyl ester), C(C)(C)C1=C(C(=CC=C1)C(C)C)CC(=O)O (2,6-diisopropylphenylacetic acid), S1C(=CC=C1)CC(=O)O (2-thiopheneacetic acid). Yields the product S1C(=CC=C1)CC(=O)C=1C(=C(C(=CC1)C(C)C)OS(N)(=O)=O)C(C)C (sulfamic acid[2-thiophenyl(acetyl)]-2,6-bis(1-methylethyl)phenyl ester). Procedure: This compound was prepared in the same manner as for the title compound of Example 1, except that 2,6-diisopropylphenylacetic acid was replaced with 2-thiopheneacetic acid, mp 133°-136° C.